Dataset: the Open Reaction Database (ORD), a public repository of structured organic reaction records. Task: describe an organic reaction: reactants, conditions, products, and yield Starting materials: ClN1C(CCC1=O)=O (N-chlorosuccinimide), C1(=CC=CC=C1)C=1NC(=C(N1)CO)CO (2-phenyl-4,5-bis(hydroxymethyl) imidazole), COC(C)O (methoxyethanol). The solvent is O1CCOCC1 (dioxane). Reaction conditions: temperature 50 celsius. Product: C1(=CC=CC=C1)C=1NC(=C(N1)Cl)CO (2-phenyl-4-chloro-5-(hydroxymethyl) imidazole). The yield is 30.0%. As a reaction SMILES: [Cl:1]N1C(=O)CCC1=O.[C:9]1([C:15]2[NH:16][C:17]([CH2:22][OH:23])=[C:18](CO)[N:19]=2)[CH:14]=[CH:13][CH:12]=[CH:11][CH:10]=1.COC(O)C>O1CCOCC1>[C:9]1([C:15]2[NH:16][C:17]([CH2:22][OH:23])=[C:18]([Cl:1])[N:19]=2)[CH:14]=[CH:13][CH:12]=[CH:11][CH:10]=1. Procedure: 2.34 Grams (17.5 mmol) of the N-chlorosuccinimide was added to a solution consisting of 3.26 g (16 mmol) of the 2-phenyl-4,5-bis(hydroxymethyl) imidazole, 24 ml of methoxyethanol and 37 ml of dioxane maintained at a temperature of 50° C. with stirring. The mixture was then reacted at the same temperature for 24 hours with stirring, and the reaction solution was concentrated under reduced pressure. The obtained reaction product was washed with water and was recrystallized from propyl alcohol to o... Reactants: C(C)OC(=O)C1(CCCC1)C=1N=C(C=2N(C1)C(N(N2)C(C)(C)C)=O)NC(C)C (1-(2-tert-butyl-8-isopropylamino-3-oxo-2,3-dihydro-[1,2,4]triazolo[4,3-a]pyrazin-6-yl)-cyclopentanecarboxylic acid ethyl ester), [OH-].[K+] (KOH), Cl (HCl). The solvent is O (water), O1CCOCC1 (1,4-dioxane). Conditions: temperature 60 celsius. Yields the product C(C)(C)(C)N1N=C2N(C=C(N=C2NC(C)C)C2(CCCC2)C(=O)O)C1=O (1-(2-tert-butyl-8-isopropylamino-3-oxo-2,3-dihydro-[1,2,4]triazolo[4,3-a]pyrazin-6-yl)-cyclopentanecarboxylic acid). As a reaction SMILES: C([O:3][C:4]([C:6]1([C:11]2[N:12]=[C:13]([NH:25][CH:26]([CH3:28])[CH3:27])[C:14]3[N:15]([C:17](=[O:24])[N:18]([C:20]([CH3:23])([CH3:22])[CH3:21])[N:19]=3)[CH:16]=2)[CH2:10][CH2:9][CH2:8][CH2:7]1)=[O:5])C.[OH-].[K+].Cl>O1CCOCC1.O>[C:20]([N:18]1[C:17](=[O:24])[N:15]2[CH:16]=[C:11]([C:6]3([C:4]([OH:5])=[O:3])[CH2:7][CH2:8][CH2:9][CH2:10]3)[N:12]=[C:13]([NH:25][CH:26]([CH3:28])[CH3:27])[C:14]2=[N:19]1)([CH3:22])([CH3:23])[CH3:21] |f:1.2|. Reported procedure: A solution of 400 mg of the product of Step A in 1,4-dioxane (10 mL) was treated with 6N KOH (2.0 mL) and the mixture was heated at 60° C. for three h. The reaction was cooled to ambient temperature, diluted with water, and the pH adjusted to 2 with 2N HCl. The mixture was extracted with EtOAc and the organic layer was dried over MgSO4, filtered, and concentrated to afford 1-(2-tert-butyl-8-isopropylamino-3-oxo-2,3-dihydro-[1,2,4]triazolo[4,3-a]pyrazin-6-yl)-cyclopentanecarboxylic acid as a whit... Reactants: BrC1=CN(C=2N=CN=C(C21)N[C@@H](C)C2=NN1C(C(N2C2=CC=CC=C2)=O)=C(C=C1)C)COCC[Si](C)(C)C ((S)-2-(1-((5-Bromo-7-((2-(trimethylsilyl)ethoxy)methyl)-7H-pyrrolo[2,3-d]pyrimidin-4-yl)amino)ethyl)-5-methyl-3-phenylpyrrolo[2,1-f][1,2,4]triazin-4(3H)-one), COC1=CC=C(C=C1)S(=O)(=O)NC1=CC(=CC=C1)B1OC(C(O1)(C)C)(C)C (4-methoxy-N-(3-(4,4,5,5-tetramethyl-1,3,2-dioxaborolan-2-yl)phenyl)benzenesulfonamide), C([O-])([O-])=O.[Na+].[Na+] (sodium carbonate). Solvent: COCCOC (1,2-dimethoxyethane), O (water). Product: COC1=CC=C(C=C1)S(=O)(=O)NC1=CC(=CC=C1)C1=CN(C=2N=CN=C(C21)N[C@@H](C)C2=NN1C(C(N2C2=CC=CC=C2)=O)=C(C=C1)C)COCC[Si](C)(C)C ((S)-4-Methoxy-N-(3-(4-((1-(5-methyl-4-oxo-3-phenyl-3,4-dihydropyrrolo[2,1-f][1,2,4]triazin-2-yl)ethyl)amino)-7-((2-(trimethylsilyl)ethoxy)methyl)-7H-pyrrolo[2,3-d]pyrimidin-5-yl)phenyl)benzenesulfonamide). Isolated yield 81.0%. RXN SMILES: Br[C:2]1[C:10]2[C:9]([NH:11][C@H:12]([C:14]3[N:19]([C:20]4[CH:25]=[CH:24][CH:23]=[CH:22][CH:21]=4)[C:18](=[O:26])[C:17]4=[C:27]([CH3:30])[CH:28]=[CH:29][N:16]4[N:15]=3)[CH3:13])=[N:8][CH:7]=[N:6][C:5]=2[N:4]([CH2:31][O:32][CH2:33][CH2:34][Si:35]([CH3:38])([CH3:37])[CH3:36])[CH:3]=1.[CH3:39][O:40][C:41]1[CH:46]=[CH:45][C:44]([S:47]([NH:50][C:51]2[CH:56]=[CH:55][CH:54]=[C:53](B3OC(C)(C)C(C)(C)O3)[CH:52]=2)(=[O:49])=[O:48])=[CH:43][CH:42]=1.C(=O)([O-])[O-].[Na+].[Na+]>COCCOC.O>[CH3:39][O:40][C:41]1[CH:42]=[CH:43][C:44]([S:47]([NH:50][C:51]2[CH:52]=[CH:53][CH:54]=[C:55]([C:2]3[C:10]4[C:9]([NH:11][C@H:12]([C:14]5[N:19]([C:20]6[CH:25]=[CH:24][CH:23]=[CH:22][CH:21]=6)[C:18](=[O:26])[C:17]6=[C:27]([CH3:30])[CH:28]=[CH:29][N:16]6[N:15]=5)[CH3:13])=[N:8][CH:7]=[N:6][C:5]=4[N:4]([CH2:31][O:32][CH2:33][CH2:34][Si:35]([CH3:38])([CH3:37])[CH3:36])[CH:3]=3)[CH:56]=2)(=[O:49])=[O:48])=[CH:45][CH:46]=1 |f:2.3.4|. Procedure: (S)-2-(1-((5-Bromo-7-((2-(trimethylsilyl)ethoxy)methyl)-7H-pyrrolo[2,3-d]pyrimidin-4-yl)amino)ethyl)-5-methyl-3-phenylpyrrolo[2,1-f][1,2,4]triazin-4(3H)-one (75 mg, 0.13 mmol) was treated with 4-methoxy-N-(3-(4,4,5,5-tetramethyl-1,3,2-dioxaborolan-2-yl)phenyl)benzenesulfonamide (236 mg, 0.61 mmol), sodium carbonate (64 mg, 0.61 mmols) and 1,1′-bis(diphenylphosphino)ferrocene-palladium(II)dichloride dichloromethane complex (18 mg, 0.03 mmol) in 1,2-dimethoxyethane (1.2 ml) and water (0.30 ml) acc... Reactants: BrCCNC(C1=CC=CC=C1)(C1=CC=CC=C1)C1=CC=CC=C1 (2-bromo-N-(triphenylmethyl)ethanamine), COC1=C(C=CC=C1)N1CCNCC1 (1-(2-methoxyphenyl)piperazine), C([O-])([O-])=O.[K+].[K+] (potassium carbonate), [I-].[Na+] (sodium iodide). Reported procedure: 10 g (0.273 mol) of 2-bromo-N-(triphenylmethyl)ethanamine, 200 ml of acetonitrile, 5.15 g (0.0273 mol) of 1-(2-methoxyphenyl)piperazine, 5.6 g of anhydrous potassium carbonate, a few grains of sodium iodide and 1 ml of dimethylformamide are introduced into a 500 ml round-bottomed flask equipped with a reflux condenser and placed under nitrogen. The mixture is heated at reflux for 15 h, the solvents are evaporated, water and dichloromethane are added, the organic phase is separated, washed with w... Product: COC1=C(C=CC=C1)N1CCN(CC1)CCNC(C1=CC=CC=C1)(C1=CC=CC=C1)C1=CC=CC=C1 (2-[4-(2-Methoxyphenyl)piperazin-1-yl]-N-(triphenylmethyl)ethanamine). Solvent: CN(C=O)C (dimethylformamide), C(C)#N (acetonitrile). RXN SMILES: Br[CH2:2][CH2:3][NH:4][C:5]([C:18]1[CH:23]=[CH:22][CH:21]=[CH:20][CH:19]=1)([C:12]1[CH:17]=[CH:16][CH:15]=[CH:14][CH:13]=1)[C:6]1[CH:11]=[CH:10][CH:9]=[CH:8][CH:7]=1.[CH3:24][O:25][C:26]1[CH:31]=[CH:30][CH:29]=[CH:28][C:27]=1[N:32]1[CH2:37][CH2:36][NH:35][CH2:34][CH2:33]1.C(=O)([O-])[O-].[K+].[K+].[I-].[Na+]>CN(C)C=O.C(#N)C>[CH3:24][O:25][C:26]1[CH:31]=[CH:30][CH:29]=[CH:28][C:27]=1[N:32]1[CH2:37][CH2:36][N:35]([CH2:2][CH2:3][NH:4][C:5]([C:18]2[CH:23]=[CH:22][CH:21]=[CH:20][CH:19]=2)([C:12]2[CH:17]=[CH:16][CH:15]=[CH:14][CH:13]=2)[C:6]2[CH:11]=[CH:10][CH:9]=[CH:8][CH:7]=2)[CH2:34][CH2:33]1 |f:2.3.4,5.6|. The yield is 70.9%. Starting materials: CC#N, [Cl-], [Cl-], [Cl-], [In+3], OCCc1cccs1. The product is c1cc2c(s1)CCOC2. Reaction SMILES: [CH3:13][C:14]#[N:15].[Cl-:11].[Cl-:12].[Cl-:9].[In+3:10].[s:1]1[c:2]([CH2:6][CH2:7][OH:8])[cH:3][cH:4][cH:5]1>>[s:1]1[c:2]2[c:3]([cH:4][cH:5]1)[CH2:13][O:8][CH2:7][CH2:6]2. The reactants are OC1=CC=C(C=O)C=C1 (4-hydroxybenzaldehyde), C(C)OC(CCCCCBr)=O (ethyl-6-bromohexanoate), C(=O)([O-])[O-].[K+].[K+] (K2CO3). The solvent is CN(C)C=O (DMF). Reaction conditions: temperature 50 celsius, time 20 hour. Product: C(C)OC(CCCCCOC1=CC=C(C=C1)C=O)=O (6-(4-Formyl-phenoxy)-hexanoic acid ethyl ester). RXN SMILES: [OH:1][C:2]1[CH:9]=[CH:8][C:5]([CH:6]=[O:7])=[CH:4][CH:3]=1.[CH2:10]([O:12][C:13](=[O:20])[CH2:14][CH2:15][CH2:16][CH2:17][CH2:18]Br)[CH3:11].C([O-])([O-])=O.[K+].[K+]>CN(C=O)C>[CH2:10]([O:12][C:13](=[O:20])[CH2:14][CH2:15][CH2:16][CH2:17][CH2:18][O:1][C:2]1[CH:9]=[CH:8][C:5]([CH:6]=[O:7])=[CH:4][CH:3]=1)[CH3:11] |f:2.3.4|. Reported procedure: A mixture of 4-hydroxybenzaldehyde 1 (3, 0.60 kg, 4.91 mol), ethyl-6-bromohexanoate 2 (4, 1.10 kg, 4.91 mol), and K2CO3 (1.36 kg, 9.83 mol) in DMF (2 L) was stirred at 50° C. for 20 h. The mixture was filtered to remove remaining K2CO3. The resulting solution was concentrated in vacuo, diluted with EtOAc (3 L) and subsequently washed with saturated aqueous NaCl (3×1.5 L). The organic layer was dried (MgSO4), filtered and concentrated in vacuo to give an off white solid (3, 1.23 kg, 4.66 mol, 95%... The reactants are Cl, [Na+], O=C([O-])O, O=C1N(c2ccc(OC(F)(F)F)cc2)CC2CC(NS(=O)(=O)c3cccnc3Cl)CN12. The product is O=C1N(c2ccc(OC(F)(F)F)cc2)CC2CC(NS(=O)(=O)c3cccnc3O)CN12. As a reaction SMILES: [ClH:37].[Na+:36].[O-:32][C:33]([OH:34])=[O:35].[O:1]=[C:2]1[N:3]([c:21]2[cH:22][cH:23][c:24]([O:27][C:28]([F:29])([F:30])[F:31])[cH:25][cH:26]2)[CH2:4][CH:5]2[N:6]1[CH2:7][CH:8]([NH:10][S:11](=[O:12])(=[O:13])[c:14]1[c:15]([Cl:20])[n:16][cH:17][cH:18][cH:19]1)[CH2:9]2>>[O:1]=[C:2]1[N:3]([c:21]2[cH:22][cH:23][c:24]([O:27][C:28]([F:29])([F:30])[F:31])[cH:25][cH:26]2)[CH2:4][CH:5]2[N:6]1[CH2:7][CH:8]([NH:10][S:11](=[O:12])(=[O:13])[c:14]1[c:15]([OH:32])[n:16][cH:17][cH:18][cH:19]1)[CH2:9]2.